From a dataset of the Open Reaction Database (ORD), a public repository of structured organic reaction records. describe an organic reaction: reactants, conditions, products, and yield Starting materials: N1=NC=CC2=C1OCC2N (5,6-dihydrofuro[2,3-c]pyridazin-5-amine), CON=C1COC2=NC=CC(=C21)OC (4-methoxyfuro[2,3-b]pyridin-3(2H)-one O-methyl oxime). Product: COC1=C2C(=NC=C1)OCC2N (4-methoxy-2,3-dihydrofuro[2,3-b]pyridin-3-amine). RXN SMILES: N1C2OCC(N)C=2C=CN=1.CO[N:13]=[C:14]1[C:22]2[C:17](=[N:18][CH:19]=[CH:20][C:21]=2[O:23][CH3:24])[O:16][CH2:15]1>>[CH3:24][O:23][C:21]1[CH:20]=[CH:19][N:18]=[C:17]2[O:16][CH2:15][CH:14]([NH2:13])[C:22]=12. Reported procedure: This compound was prepared using a method analogous to that of 5,6-dihydrofuro[2,3-c]pyridazin-5-amine (A.2.3.4), 4-methoxyfuro[2,3-b]pyridin-3(2H)-one O-methyl oxime replacing furo[2,3-c]pyridazin-5(6H)-one O-methyl oxime; The reactants are CC(=O)O[BH-](OC(C)=O)OC(C)=O, CC(=O)O, CS(=O)(=O)Nc1cc(C(O)CN)ccc1O, [Na+], CCOC(=O)CN1C(=O)SC(Cc2ccc(N3CCC(=O)CC3)cc2)C1=O, CN(C)C=O. The product is CCOC(=O)CN1C(=O)SC(Cc2ccc(N3CCC(NCC(O)c4ccc(O)c(NS(C)(=O)=O)c4)CC3)cc2)C1=O. As a reaction SMILES: [C:48]([O:49][BH-:50]([O:51][C:52](=[O:53])[CH3:54])[O:55][C:56](=[O:57])[CH3:58])(=[O:59])[CH3:60].[CH3:1][C:2](=[O:3])[OH:4].[NH2:5][CH2:6][CH:7]([OH:8])[c:9]1[cH:10][cH:11][c:12]([OH:20])[c:13]([NH:15][S:16](=[O:17])(=[O:18])[CH3:19])[cH:14]1.[Na+:61].[O:21]=[C:22]1[S:23][CH:24]([CH2:34][c:35]2[cH:36][cH:37][c:38]([N:41]3[CH2:42][CH2:43][C:44](=[O:47])[CH2:45][CH2:46]3)[cH:39][cH:40]2)[C:25](=[O:33])[N:26]1[CH2:27][C:28](=[O:29])[O:30][CH2:31][CH3:32].[O:62]=[CH:63][N:64]([CH3:65])[CH3:66]>>[NH:5]([CH2:6][CH:7]([OH:8])[c:9]1[cH:10][cH:11][c:12]([OH:20])[c:13]([NH:15][S:16](=[O:17])(=[O:18])[CH3:19])[cH:14]1)[CH:44]1[CH2:43][CH2:42][N:41]([c:38]2[cH:37][cH:36][c:35]([CH2:34][CH:24]3[S:23][C:22](=[O:21])[N:26]([CH2:27][C:28](=[O:29])[O:30][CH2:31][CH3:32])[C:25]3=[O:33])[cH:40][cH:39]2)[CH2:46][CH2:45]1. Starting materials: ClCC=1C2=CC=CC=C2C=C2C=CC=CC12 (9-chloromethyl anthracene), C(CO)(=O)O (glycolic acid). Solvent: C(C)#N (acetonitrile), C(C)#N (acetonitrile). Reaction conditions: time 18 hour. The product is C(CO)(=O)OC=1C2=CC=CC=C2C=C2C=CC=CC12 (9-Anthryl glycolate). Isolated yield 59.1%. Reaction SMILES: ClC[C:3]1[C:4]2[C:9]([CH:10]=[C:11]3[C:16]=1[CH:15]=[CH:14][CH:13]=[CH:12]3)=[CH:8][CH:7]=[CH:6][CH:5]=2.[C:17]([OH:21])(=[O:20])[CH2:18][OH:19]>C(#N)C>[C:17]([O:21][C:3]1[C:16]2[C:11]([CH:10]=[C:9]3[C:4]=1[CH:5]=[CH:6][CH:7]=[CH:8]3)=[CH:12][CH:13]=[CH:14][CH:15]=2)(=[O:20])[CH2:18][OH:19]. Reported procedure: A suspension of 9-chloromethyl anthracene (1.0 g, 4.4 mmol) in dry acetonitrile (50 ml) is added to a solution of glycolic acid (0.71 g 18.8 mmol) (dried by successive evaporation from dry acetonitrile) in acetonitrile (10 ml). The reaction is stirred for 18 hours at room temperature and refluxed for 2 hours. After evaporation of acetonitrile the residue is redissolved in methylene chloride and extracted with water and 0.5M sodium bicarbonate. The solution is dried and solvent evaporated. The re... Reactants: CC=1N=C2N(C(C1C1=CC=C(C#N)C=C1)=O)C=CS2 (4-(7-Methyl-5-oxo-5H-[1,3]thiazolo[3,2-a]pyrimidin-6-yl)benzonitrile), FC(OC1=CC=C(C=C1)B(O)O)(F)F (4-(trifluoromethoxy)phenyl boronic acid), Pd[(C6H5)3P]4, C([O-])([O-])=O.[Na+].[Na+] (sodium carbonate), FC=1C=C(C=C(C1)F)C1=C(N=C2N(C1=O)C=CS2)C (6-(3,5-Difluorophenyl)-7-methyl-5H-[1,3]thiazolo[3,2-a]pyrimidin-5-one). Solvent: C1(=CC=CC=C1)C (toluene), O (water), C(C)O (ethanol). Product: CC=1N=C2N(C(C1C1=CC=C(C=C1)OC(F)(F)F)=O)C=CS2 (7-Methyl-6-[4-(trifluoromethoxy)phenyl]-5H-[1,3]thiazolo[3,2-a]-pyrimidin-5-one). The yield is 68.8%. Reaction SMILES: [CH3:1][C:2]1[N:3]=[C:4]2[S:19][CH:18]=[CH:17][N:5]2[C:6](=[O:16])[C:7]=1[C:8]1[CH:15]=[CH:14][C:11](C#N)=[CH:10][CH:9]=1.[F:20][C:21]([F:33])([F:32])[O:22]C1C=CC(B(O)O)=CC=1.C(=O)([O-])[O-].[Na+].[Na+].FC1C=C(C2C(=O)N3C=CSC3=NC=2C)C=C(F)C=1>C1(C)C=CC=CC=1.O.C(O)C>[CH3:1][C:2]1[N:3]=[C:4]2[S:19][CH:18]=[CH:17][N:5]2[C:6](=[O:16])[C:7]=1[C:8]1[CH:15]=[CH:14][C:11]([O:22][C:21]([F:33])([F:32])[F:20])=[CH:10][CH:9]=1 |f:2.3.4|. Procedure details: The title compound was prepared by coupling reaction of Step 2 of Intermediate 4 (9.5 g, 37.312 mmol) with 4-(trifluoromethoxy)phenyl boronic acid (9.5 g, 32.523 mmol) in the presence of Pd[(C6H5)3P]4 (1.5 g, 1.301 mmol) and sodium carbonate (20.6 g, 195.13 mol) in a mixture of toluene, ethanol and water according to the procedure described in Intermediate 3, step 3 yielded 7.3 g of the desired compound as a pale yellow solid; IR (KBr) 3088, 1658, 1646, 1513, 1269, 1160 cm−1; 1H NMR (300 MHz, DM... Reactants: CCO, N#CCCc1ccc(F)cc1F, [H][H], N. As a reaction SMILES: [CH3:16][CH2:17][OH:18].[F:1][c:2]1[c:3]([CH2:9][CH2:10][C:11]#[N:12])[cH:4][cH:5][c:6]([F:8])[cH:7]1.[H:14][H:15].[NH3:13]>>[F:1][c:2]1[c:3]([CH2:9][CH2:10][CH2:11][NH2:12])[cH:4][cH:5][c:6]([F:8])[cH:7]1. The product is NCCCc1ccc(F)cc1F. Reaction SMILES: C([N:8]1[CH2:13][CH:12]=[C:11]([C:14]2[CH:19]=[CH:18][C:17]([N:20]3[CH2:24][C@H:23]([CH2:25][N:26]4[CH:30]=[C:29]([CH3:31])[N:28]=[N:27]4)[O:22][C:21]3=[O:32])=[CH:16][C:15]=2[F:33])[CH2:10][CH2:9]1)C1C=CC=CC=1.C(N(C(C)C)CC)(C)C.ClC(OC(Cl)=O)C.Cl.FC1C=C(N2C[C@H](CN3C=C(C)N=N3)OC2=O)C=C(F)C=1C1CCNCC=1>>[F:33][C:15]1[CH:16]=[C:17]([N:20]2[CH2:24][C@H:23]([CH2:25][N:26]3[CH:30]=[C:29]([CH3:31])[N:28]=[N:27]3)[O:22][C:21]2=[O:32])[CH:18]=[CH:19][C:14]=1[C:11]1[CH2:12][CH2:13][NH:8][CH2:9][CH:10]=1 |f:3.4|. Yield: 107.4%. Procedure: (5R)-3-[4-(1-Benzyl-1,2,3,6-tetrahydropyridin-4-yl)-3-fluorophenyl]-5-[(4-methyl-1H-1,2,3-triazol-1-yl)methyl]-1,3-oxazolidin-2-one (Example 43) (5.13 g, 11.46 mmol) was reacted with diisopropylethylamine (0.40 ml, 2.29 mmol) and 1-chloroethylchloroformate (1.50 ml, 13.76 mmol) as described for Intermediate 53 to give the crude title compound (4.4 g). Yields the product FC=1C=C(C=CC1C=1CCNCC1)N1C(O[C@H](C1)CN1N=NC(=C1)C)=O ((5R)-3-[3-Fluoro-4-(1,2,3,6-tetrahydropyridin-4-yl)phenyl]-5-[(4-methyl-1,2,3-triazol-1-yl)methyl]oxazolidin-2-one). Reactants: C(C1=CC=CC=C1)N1CCC(=CC1)C1=C(C=C(C=C1)N1C(O[C@H](C1)CN1N=NC(=C1)C)=O)F ((5R)-3-[4-(1-Benzyl-1,2,3,6-tetrahydropyridin-4-yl)-3-fluorophenyl]-5-[(4-methyl-1H-1,2,3-triazol-1-yl)methyl]-1,3-oxazolidin-2-one), C(C)(C)N(CC)C(C)C (diisopropylethylamine), ClC(C)OC(=O)Cl (1-chloroethylchloroformate), Cl.FC=1C=C(C=C(C1C=1CCNCC1)F)N1C(O[C@H](C1)CN1N=NC(=C1)C)=O ((5R)-3-[3,5-difluoro-4-(1,2,3,6-tetrahydropyridin-4-yl)phenyl]-5-[(4-methyl-1,2,3-triazol-1-yl)methyl]oxazolidin-2-one hydrochloride). The reactants are C(C)(C)N(CC)C(C)C (Diisopropylethylamine), O1CCN(CC1)C=1C=C(C(=O)O)C=CC1 (3-morpholinobenzoic acid), NC=1C=CC(=C(C1)NC(=O)C=1C=C2C=CC=NC2=CC1)C (N-(5-amino-2-methylphenyl)quinoline-6-carboxamide), 2-(7-azabenzotriazol-1-yl)-1,1,3,3-tetramethyluronium hexafluorophosphate(V), CN(C)C=O (DMF), resultant mixture. Solvent: O (water). Product: CN(C=1C=C(C(=O)NC=2C=CC(=C(C2)NC(=O)C=2C=C3C=CC=NC3=CC2)C)C=CC1)C (N-[5-(3-dimethylaminobenzamido)-2-methylphenyl]quinoline-6-carboxamide). Isolated yield 101.4%. RXN SMILES: C(N(C(C)C)CC)(C)C.O1C[CH2:14][N:13]([C:16]2[CH:17]=[C:18]([CH:22]=[CH:23][CH:24]=2)[C:19]([OH:21])=O)[CH2:12]C1.[NH2:25][C:26]1[CH:27]=[CH:28][C:29]([CH3:45])=[C:30]([NH:32][C:33]([C:35]2[CH:36]=[C:37]3[C:42](=[CH:43][CH:44]=2)[N:41]=[CH:40][CH:39]=[CH:38]3)=[O:34])[CH:31]=1.CN(C=O)C>O>[CH3:14][N:13]([CH3:12])[C:16]1[CH:17]=[C:18]([CH:22]=[CH:23][CH:24]=1)[C:19]([NH:25][C:26]1[CH:27]=[CH:28][C:29]([CH3:45])=[C:30]([NH:32][C:33]([C:35]2[CH:36]=[C:37]3[C:42](=[CH:43][CH:44]=2)[N:41]=[CH:40][CH:39]=[CH:38]3)=[O:34])[CH:31]=1)=[O:21]. Procedure: Diisopropylethylamine (0.174 ml) was added to a stirred mixture of 3-morpholinobenzoic acid (0.104 g), N-(5-amino-2-methylphenyl)quinoline-6-carboxamide (0.14 g), 2-(7-azabenzotriazol-1-yl)-1,1,3,3-tetramethyluronium hexafluorophosphate(V) (0.23 g) and DMF (1 ml) and the resultant mixture was stirred at ambient temperature for 16 hours. The reaction mixture was poured into water and the resultant solid was isolated, washed with a saturated aqueous sodium bicarbonate solution and dried in a vacuu... Starting materials: C(#N)N=C(NCCCN1C=C(C2=CC=CC=C12)C=1C(NC(C1C1=CN(C2=CC=CC=C12)C)=O)=O)SC (3-[1-[(3-cyano-2-methylisothioureido)propyl]-3-indolyl]-4-(1-methyl-3-indolyl)-1H-pyrrole-2,5-dione), CN(C)C=O (DMF), saturated solution, N (ammonia). The solvent is C(C)O (ethanol), C(C)O (ethanol). The product is C(#N)N=C(NCCCN1C=C(C2=CC=CC=C12)C=1C(NC(C1C1=CN(C2=CC=CC=C12)C)=O)=O)N (3-[1-[3-(2-cyanoguanidino)propyl]-3-indolyl]-4-(1-methyl-3-indolyl)-1H-pyrrole-2,5-dione). RXN SMILES: [C:1]([N:3]=[C:4](SC)[NH:5][CH2:6][CH2:7][CH2:8][N:9]1[C:17]2[C:12](=[CH:13][CH:14]=[CH:15][CH:16]=2)[C:11]([C:18]2[C:19](=[O:34])[NH:20][C:21](=[O:33])[C:22]=2[C:23]2[C:31]3[C:26](=[CH:27][CH:28]=[CH:29][CH:30]=3)[N:25]([CH3:32])[CH:24]=2)=[CH:10]1)#[N:2].C[N:38](C=O)C.N>C(O)C>[C:1]([N:3]=[C:4]([NH2:38])[NH:5][CH2:6][CH2:7][CH2:8][N:9]1[C:17]2[C:12](=[CH:13][CH:14]=[CH:15][CH:16]=2)[C:11]([C:18]2[C:19](=[O:34])[NH:20][C:21](=[O:33])[C:22]=2[C:23]2[C:31]3[C:26](=[CH:27][CH:28]=[CH:29][CH:30]=3)[N:25]([CH3:32])[CH:24]=2)=[CH:10]1)#[N:2]. Reported procedure: 100 mg of the product of Example 50 were heated with 30 ml of ethanol, 2 ml of DMF and 40 ml of a saturated solution of ammonia in ethanol at 100° C. for 16 hours. The solvents were removed under reduced pressure and the residue was chromatographed on silica gel with 1% methanol in dichloromethane to give 10 mg of 3-[1-[3-(2-cyanoguanidino)propyl]-3-indolyl]-4-(1-methyl-3-indolyl)-1H-pyrrole-2,5-dione, m.p. 168°-170° C.